This data is from the Open Reaction Database (ORD), a public repository of structured organic reaction records. The task is: describe an organic reaction: reactants, conditions, products, and yield Starting materials: CO, COC(=O)C(CC1OCCO1)C(=O)OC, [K+], [OH-]. Yields the product COC(=O)C(CC1OCCO1)C(=O)O. Reaction SMILES: [CH3:18][OH:19].[CH3:3][O:4][C:5]([CH:6]([C:7](=[O:8])[O:9][CH3:10])[CH2:11][CH:12]1[O:13][CH2:14][CH2:15][O:16]1)=[O:17].[K+:2].[OH-:1]>>[CH3:3][O:4][C:5]([CH:6]([C:7](=[O:8])[OH:9])[CH2:11][CH:12]1[O:13][CH2:14][CH2:15][O:16]1)=[O:17]. Reactants: O=C(NC1CC1)c1ccc(Cl)c(Br)c1, CCOC(C)=O, CC1(C)OB(c2ccc(C(=O)NCC3CC3)cc2)OC1(C)C, [Na+], [Na+], O=C([O-])[O-], CN(C)C=O, c1ccc(P(c2ccccc2)(c2ccccc2)[Pd](P(c2ccccc2)(c2ccccc2)c2ccccc2)(P(c2ccccc2)(c2ccccc2)c2ccccc2)P(c2ccccc2)(c2ccccc2)c2ccccc2)cc1. The product is O=C(NCC1CC1)c1ccc(-c2cc(C(=O)NC3CC3)ccc2Cl)cc1. Reaction SMILES: [Br:1][c:2]1[cH:3][c:4]([C:5](=[O:6])[NH:7][CH:8]2[CH2:9][CH2:10]2)[cH:11][cH:12][c:13]1[Cl:14].[CH3:43][CH2:44][O:45][C:46](=[O:47])[CH3:48].[CH:15]1([CH2:18][NH:19][C:20]([c:21]2[cH:22][cH:23][c:24]([B:27]3[O:28][C:29]([CH3:30])([CH3:31])[C:32]([CH3:33])([CH3:34])[O:35]3)[cH:25][cH:26]2)=[O:36])[CH2:16][CH2:17]1.[Na+:37].[Na+:38].[O-:39][C:40](=[O:41])[O-:42].[O:49]=[CH:50][N:51]([CH3:52])[CH3:53].[cH:54]1[cH:55][cH:56][c:57]([P:58]([Pd:59]([P:60]([c:61]2[cH:62][cH:63][cH:64][cH:65][cH:66]2)([c:67]2[cH:68][cH:69][cH:70][cH:71][cH:72]2)[c:73]2[cH:74][cH:75][cH:76][cH:77][cH:78]2)([P:79]([c:80]2[cH:81][cH:82][cH:83][cH:84][cH:85]2)([c:86]2[cH:87][cH:88][cH:89][cH:90][cH:91]2)[c:92]2[cH:93][cH:94][cH:95][cH:96][cH:97]2)[P:98]([c:99]2[cH:100][cH:101][cH:102][cH:103][cH:104]2)([c:105]2[cH:106][cH:107][cH:108][cH:109][cH:110]2)[c:111]2[cH:112][cH:113][cH:114][cH:115][cH:116]2)([c:117]2[cH:118][cH:119][cH:120][cH:121][cH:122]2)[c:123]2[cH:124][cH:125][cH:126][cH:127][cH:128]2)[cH:129][cH:130]1>>[c:2]1(-[c:24]2[cH:23][cH:22][c:21]([C:20]([NH:19][CH2:18][CH:15]3[CH2:16][CH2:17]3)=[O:36])[cH:26][cH:25]2)[cH:3][c:4]([C:5](=[O:6])[NH:7][CH:8]2[CH2:9][CH2:10]2)[cH:11][cH:12][c:13]1[Cl:14]. Starting materials: CCCC1CCC(c2ccc(OCC)c(C(N)=O)c2)CC1, ClC(Cl)Cl, [K+], [OH-], CCCC1CCC(c2ccc(O)cc2)CC1, O=S(Cl)Cl. The product is CCCC1CCC(c2ccc(OCC)c(C=O)c2)CC1. RXN SMILES: [CH2:5]([CH3:6])[O:7][c:8]1[c:9]([C:10](=[O:11])[NH2:12])[cH:13][c:14]([CH:17]2[CH2:18][CH2:19][CH:20]([CH2:23][CH2:24][CH3:25])[CH2:21][CH2:22]2)[cH:15][cH:16]1.[CH:42]([Cl:43])([Cl:44])[Cl:45].[K+:47].[OH-:46].[OH:26][c:27]1[cH:28][cH:29][c:30]([CH:31]2[CH2:32][CH2:33][CH:34]([CH2:35][CH2:36][CH3:37])[CH2:38][CH2:39]2)[cH:40][cH:41]1.[S:1]([Cl:2])([Cl:3])=[O:4]>>[CH2:5]([CH3:6])[O:7][c:8]1[c:9]([CH:10]=[O:11])[cH:13][c:14]([CH:17]2[CH2:18][CH2:19][CH:20]([CH2:23][CH2:24][CH3:25])[CH2:21][CH2:22]2)[cH:15][cH:16]1. The reactants are B(c1c(ccc2c1cnn2C3CCCCO3)C)(O)O, BrC1=CC=C2N=CC=CC2=C1. Reagents/catalysts: [OH-].[Na+], CC(C)(C)c1ccc(cc1)c2ccc(cc2)C(C)(C)C, CC(C)(C)P(C(C)(C)C)C(C)(C)C, CC(=O)[O-].CC(=O)[O-].[Pd+2]. The solvent is O, CN(C)C=O, CCC1=CC(CC)=CC=C1, CC#N, O, Cc1ccccc1, CCc1cc(CC)cc(CC)c1. Run at temperature 100 celsius, pressure 100 bar, time 1 minute. Yields the product CC(C=C1)=C(C2=CC=C(N=CC=C3)C3=C2)C4=C1N(C5OCCCC5)N=C4. Yield: 79.3%. Starting materials: FC=1C=C(C=CC1N1CCOCC1)N1C(O[C@H](C1)CNC(=S)NC)=O ((S)-N-[[3-[3-Fluoro-4-(4-morpholinyl)phenyl]-2-oxo-5-oxazolidinyl]methyl]-N′-methylthiourea), 4. Solvent: O1CCOCC1 (dioxane). Run at time 90 minute. Product: FC=1C=C(C=CC1N1CCOCC1)N1C(O[C@H](C1)CNC=S)=O ((S)-N-[[3-[3-Fluoro-4-(4-morpholinyl)phenyl]-2-oxo-5-oxazolidinyl]methyl]-thioformamide). The yield is 28.5%. RXN SMILES: [F:1][C:2]1[CH:3]=[C:4]([N:14]2[CH2:18][C@H:17]([CH2:19][NH:20][C:21](NC)=[S:22])[O:16][C:15]2=[O:25])[CH:5]=[CH:6][C:7]=1[N:8]1[CH2:13][CH2:12][O:11][CH2:10][CH2:9]1>O1CCOCC1>[F:1][C:2]1[CH:3]=[C:4]([N:14]2[CH2:18][C@H:17]([CH2:19][NH:20][CH:21]=[S:22])[O:16][C:15]2=[O:25])[CH:5]=[CH:6][C:7]=1[N:8]1[CH2:9][CH2:10][O:11][CH2:12][CH2:13]1. Reported procedure: A stirred mixture of 6 (0.38 g, 0.00118 mol) in dioxane (20 mL), under nitrogen was treated with 4 (0.51 g, 0.00126 mol), warmed to reflux during 30 min and kept at this temperature for 90 min. It was then evaporated under a stream of nitrogen. The residue was chromatographed on silica gel with 1.25% MeOH—CH2Cl2 and the slightly impure product was rechromatographed on silica gel with 25% EtOAc—CH2Cl2. The resulting product was crystallized from EtOAc-methyl tert-butyl ether to give 0.114 g of 7:... Reactants: [Al+3], O=[N+]([O-])c1cc(Cl)c(Cc2ccccc2)c(Cl)c1, ClC(Cl)Cl, [Cl-], [Cl-], [Cl-], ClCCl, O=C(Cl)c1ccc(Cl)cc1, Cl. The product is O=C(c1ccc(Cl)cc1)c1ccc(Cc2c(Cl)cc([N+](=O)[O-])cc2Cl)cc1. RXN SMILES: [Al+3:2].[CH2:15]([c:16]1[cH:17][cH:18][cH:19][cH:20][cH:21]1)[c:22]1[c:23]([Cl:32])[cH:24][c:25]([N+:29](=[O:30])[O-:31])[cH:26][c:27]1[Cl:28].[CH:37]([Cl:38])([Cl:39])[Cl:40].[Cl-:1].[Cl-:3].[Cl-:4].[Cl:34][CH2:35][Cl:36].[Cl:5][C:6](=[O:7])[c:8]1[cH:9][cH:10][c:11]([Cl:12])[cH:13][cH:14]1.[ClH:33]>>[C:6](=[O:7])([c:8]1[cH:9][cH:10][c:11]([Cl:12])[cH:13][cH:14]1)[c:19]1[cH:18][cH:17][c:16]([CH2:15][c:22]2[c:23]([Cl:32])[cH:24][c:25]([N+:29](=[O:30])[O-:31])[cH:26][c:27]2[Cl:28])[cH:21][cH:20]1. Starting materials: CC(C)(C)C(=O)c1c[nH]c2ncc(Br)nc12, CNS(=O)(=O)c1cccc(B(O)O)c1. Product: CNS(=O)(=O)c1cccc(-c2cnc3[nH]cc(C(=O)C(C)(C)C)c3n2)c1. RXN SMILES: [Br:1][c:2]1[n:3][c:4]2[c:5]([n:6][cH:7]1)[nH:8][cH:9][c:10]2[C:11]([C:12]([CH3:13])([CH3:14])[CH3:15])=[O:16].[CH3:17][NH:18][S:19](=[O:20])(=[O:21])[c:22]1[cH:23][c:24]([B:28]([OH:29])[OH:30])[cH:25][cH:26][cH:27]1>>[c:2]1(-[c:24]2[cH:23][c:22]([S:19]([NH:18][CH3:17])(=[O:20])=[O:21])[cH:27][cH:26][cH:25]2)[n:3][c:4]2[c:5]([n:6][cH:7]1)[nH:8][cH:9][c:10]2[C:11]([C:12]([CH3:13])([CH3:14])[CH3:15])=[O:16]. The reactants are C(C)OC(N(N)C1=NC(=NC2=C(C=CC=C12)Cl)O)=O (ethyl-8-chloro-2-hydroxy-quinazoline-4-yl-carbazate), ice water, CN(C=O)C (dimethylformamide). Product: ClC1=CC=CC=2C=3N(C(NC12)=O)C(NN3)=O (7-Chloro-2,3,5,6-tetrahydro-1,2,4-triazolo[4,3-c]quinazoline-3,5-dione). RXN SMILES: C(OC(=O)[N:5]([C:7]1[C:16]2[C:11](=[C:12]([Cl:17])[CH:13]=[CH:14][CH:15]=2)[N:10]=[C:9]([OH:18])[N:8]=1)[NH2:6])C.CN(C)[CH:22]=[O:23]>>[Cl:17][C:12]1[C:11]2[NH:10][C:9](=[O:18])[N:8]3[C:22](=[O:23])[NH:6][N:5]=[C:7]3[C:16]=2[CH:15]=[CH:14][CH:13]=1. Reported procedure: 1.27 g (0.0045 mol) of ethyl-8-chloro-2-hydroxy-quinazoline-4-yl-carbazate in 75 ml of dimethylformamide were boiled under reflux for 2 hrs. The reaction mixture was cooled to room temperature and then poured on to ice-water. The precipitate was filtered off, dried in a vacuum and recrystallized from methanol/tetrahydrofuran. Yield: 0.66 g (62%) of 7-chloro-2,3,5,6-tetrahydro-1,2,4-triazolo[4,3-c]quinazoline-3,5-dione as yellowish crystals; m.p. 348°-350° C.